Dataset: the Open Reaction Database (ORD), a public repository of structured organic reaction records. Task: describe an organic reaction: reactants, conditions, products, and yield Reactants: CC1=CC=CC(=N1)C#CC(O)C1CCNCC1 (3-(6-Methyl-pyridin-2-yl)-1-piperidin-4-yl-prop-2-yn-1-ol), CC1=NC(=CC=C1)C#CC=C1CCNCC1 (2-Methyl-6-(3-piperidin-4-ylideneprop-1-ynyl)pyridine), ClC1=NC=CN=C1C#N (2-chloro-3-cyanopyrazine). Product: CC1=CC=CC(=N1)C#CC=C1CCN(CC1)C=1C(=NC=CN1)C#N (3-{4-[3-(6-Methylpyridin-2-yl)prop-2-ynylidene]piperidin-1-yl}pyrazine-2-carbonitrile). The yield is 81.0%. As a reaction SMILES: [CH3:1][C:2]1[N:7]=[C:6]([C:8]#[C:9][CH:10]([CH:12]2[CH2:17][CH2:16][NH:15][CH2:14][CH2:13]2)O)[CH:5]=[CH:4][CH:3]=1.CC1C=CC=C(C#CC=C2CCNCC2)N=1.Cl[C:35]1[C:40]([C:41]#[N:42])=[N:39][CH:38]=[CH:37][N:36]=1>>[CH3:1][C:2]1[N:7]=[C:6]([C:8]#[C:9][CH:10]=[C:12]2[CH2:17][CH2:16][N:15]([C:35]3[C:40]([C:41]#[N:42])=[N:39][CH:38]=[CH:37][N:36]=3)[CH2:14][CH2:13]2)[CH:5]=[CH:4][CH:3]=1. Procedure: The title compound was prepared as reported for the compound of Example 237 but starting from the compound of Example 3 instead of Compound 237a and using 2-chloro-3-cyanopyrazine instead of 2-bromo-3-nitropyridine After the work-up, the residue was purified by automated flash liquid chromatography (SP1™-Biotage) eluting with PE-EtOAc gradient from 7:3 affording the title product. Yellowish solid. Yield: 81%.